Dataset: the Open Reaction Database (ORD), a public repository of structured organic reaction records. Task: describe an organic reaction: reactants, conditions, products, and yield The reactants are COC1=CC=C(C=C1)[C@@H]1SC2=C(NC([C@@H]1O)=O)C=C(C(=C2)C)C ((±)-cis-2-(4-methoxyphenyl)-3-hydroxy-7,8-dimethyl-2,3-dihydro-1,5-benzothiazepin-4(5H)-one), C(C)(=O)Cl (acetyl chloride), C(C)(=O)OCC.C(Cl)(Cl)Cl (ethyl acetate chloroform). Run in N1=CC=CC=C1 (pyridine). Run at time 2 hour. Product: COC1=CC=C(C=C1)[C@@H]1SC2=C(NC([C@@H]1OC(C)=O)=O)C=C(C(=C2)C)C ((±)-cis-2-(4-methoxyphenyl)-3-acetoxy-7,8-dimethyl-2,3-dihydro-1,5-benzothiazepin-4(5H)-one). The yield is 85.9%. Reaction SMILES: [CH3:1][O:2][C:3]1[CH:8]=[CH:7][C:6]([C@H:9]2[C@@H:15]([OH:16])[C:14](=[O:17])[NH:13][C:12]3[CH:18]=[C:19]([CH3:23])[C:20]([CH3:22])=[CH:21][C:11]=3[S:10]2)=[CH:5][CH:4]=1.[C:24](Cl)(=[O:26])[CH3:25].C(OCC)(=O)C.C(Cl)(Cl)Cl>N1C=CC=CC=1>[CH3:1][O:2][C:3]1[CH:8]=[CH:7][C:6]([C@H:9]2[C@@H:15]([O:16][C:24](=[O:26])[CH3:25])[C:14](=[O:17])[NH:13][C:12]3[CH:18]=[C:19]([CH3:23])[C:20]([CH3:22])=[CH:21][C:11]=3[S:10]2)=[CH:5][CH:4]=1 |f:2.3|. Procedure: 226 mg of (±)-cis-2-(4-methoxyphenyl)-3-hydroxy-7,8-dimethyl-2,3-dihydro-1,5-benzothiazepin-4(5H)-one are suspended in 2 ml of pyridine, and 59 mg of acetyl chloride are added thereto under ice-cooling. The mixture is stirred at room temperature for 2 hours. After the reaction is completed, ethyl acetate-chloroform (1:1) is added to the reaction mixture. The mixture is washed with 10% hydrochlric acid and water, successively. Then, the mixture is dried and evaporated under reduced pressure to re... Starting materials: C/C/1=C(/C(=O)OC1=O)\C (dimethylmaleic acid anhydride), Cl (hydrochloric acid), NC1=CC=C(C(=O)O)C=C1 (4-aminobenzoic acid), Cl (hydrochloric acid). Solvent: [OH-].[Na+] (sodium hydroxide), CC(=O)N(C)C (dimethylacetamide). Run at temperature 90 celsius. Yields the product CC=1C(N(C(C1C)=O)C1=CC=C(C(=O)Cl)C=C1)=O (4-(2,5-dihydro-3,4-dimethyl-2,5-dioxo-pyrrol-1-yl)-benzoic acid chloride). The yield is 88.0%. As a reaction SMILES: [NH2:1][C:2]1[CH:10]=[CH:9][C:5]([C:6]([OH:8])=O)=[CH:4][CH:3]=1.[CH3:11][C:12]1=[C:13]([CH3:19])[C:14]([O:16][C:17]1=O)=[O:15].[ClH:20]>[OH-].[Na+].CC(N(C)C)=O>[CH3:11][C:12]1[C:17](=[O:16])[N:1]([C:2]2[CH:3]=[CH:4][C:5]([C:6]([Cl:20])=[O:8])=[CH:9][CH:10]=2)[C:14](=[O:15])[C:13]=1[CH3:19] |f:3.4|. Reported procedure: 48 g (0.35 mol) of 4-aminobenzoic acid are dissolved in sodium hydroxide solution (14 g of NaOH in 300 ml of water). To that mixture there is added dropwise, with stirring, a solution of 44.2 g of dimethylmaleic acid anhydride in 300 ml of dimethylacetamide. The solution is then heated at 90° C. and, after 1.30 hours, 175 ml of aqueous hydrochloric acid (2N) are added. After the addition of hydrochloric acid, the solution is cooled to room temperature and the stirrer is switched off. The crystal... Product: hexane-ether, COC(=O)C1=CCOC=C1 (pyrane-4-carboxylic acid methylester). The solvent is ClCCl (dichloromethane). Conditions: time 4 hour. Procedure details: 500 mg of the (1S,4aS,6S,7R,7aR)-6,7-epoxy-7-(hydroxymethyl)-1-(methylcarbamoyloxy)-1,4a,5,6,7,7a-hexahydrocyclopenta [c] pyrane-4-carboxylic acid methylester were dissolved in dichloromethane followed by addition of 0.4 ml of pyridine and 50 mg of DMAP. Next, 0.32 ml of acetic anhydride were dropped in followed by stirring for 4 hours at room temperature. The reaction mixture was then extracted with ethyl acetate. After washing the organic phase with 2N aqueous hydrochloric acid, saturated aque... Reagents/catalysts: CN(C)C=1C=CN=CC1 (DMAP). RXN SMILES: COC([C:5]1[C@H]2C[C@@H]3O[C@@]3(CO)[C@@H:7]2[C@H:8](OC(=O)NC)[O:9][CH:10]=1)=O.N1C=CC=CC=1.[C:28]([O:31][C:32](=[O:34])[CH3:33])(=O)C>ClCCl.CN(C1C=CN=CC=1)C>[CH3:28][O:31][C:32]([C:33]1[CH:7]=[CH:8][O:9][CH2:10][CH:5]=1)=[O:34]. Starting materials: COC(=O)C=1[C@@H]2[C@@H]([C@@H](OC1)OC(NC)=O)[C@]1([C@H](C2)O1)CO ((1S,4aS,6S,7R,7aR)-6,7-epoxy-7-(hydroxymethyl)-1-(methylcarbamoyloxy)-1,4a,5,6,7,7a-hexahydrocyclopenta [c] pyrane-4-carboxylic acid methylester), N1=CC=CC=C1 (pyridine), C(C)(=O)OC(C)=O (acetic anhydride). The yield is 82.0%. The reactants are C[Mg]Br (methyl magnesium bromide), C(C)OCC (diethyl ether), C(C)(C)OCCCNC(=O)C=1N(C2=CC=C(C=C2C1)Cl)CC1=CC(=CC=C1)OC(F)(F)F (5-Chloro-1-(3-trifluoromethoxybenzyl)-1H-indole-2-carboxylic acid (3-isopropoxypropyl)amide). The solvent is C1CCOC1 (THF). Reaction conditions: temperature 0 celsius, time 2 hour. The product is OC(CCNC(=O)C=1N(C2=CC=C(C=C2C1)Cl)CC1=CC(=CC=C1)OC(F)(F)F)(C)C (5-chloro-1-(3-trifluoromethoxybenzyl)-1H-indole-2-carboxylic acid (3-hydroxy-3-methylbutyl)amide). Yield: 15.0%. Reaction SMILES: [CH3:1][Mg]Br.C([O:6][CH2:7][CH3:8])C.C(OC[CH2:14][CH2:15][NH:16][C:17]([C:19]1[N:20]([CH2:29][C:30]2[CH:35]=[CH:34][CH:33]=[C:32]([O:36][C:37]([F:40])([F:39])[F:38])[CH:31]=2)[C:21]2[C:26]([CH:27]=1)=[CH:25][C:24]([Cl:28])=[CH:23][CH:22]=2)=[O:18])(C)C>C1COCC1>[OH:6][C:7]([CH3:8])([CH3:1])[CH2:14][CH2:15][NH:16][C:17]([C:19]1[N:20]([CH2:29][C:30]2[CH:35]=[CH:34][CH:33]=[C:32]([O:36][C:37]([F:38])([F:40])[F:39])[CH:31]=2)[C:21]2[C:26]([CH:27]=1)=[CH:25][C:24]([Cl:28])=[CH:23][CH:22]=2)=[O:18]. Procedure details: A solution of 3.0M methyl magnesium bromide in diethyl ether (0.5 ml, 1.50 mmol) was added dropwise to a solution of 3-{[5-chloro-1-(3-trifluoromethoxybenzyl)-1H-indole-2-carbonyl]amino}propionic acid ethyl ester (Example 15) (200 mg, 0.42 mmol) in THF (4 ml) under nitrogen, maintaining temperature between 0 and 5° C. After stirring at 0° C. for 2 h, the reaction was quenched by slowly pouring the reaction mixture into water (2.0 ml). Volatile solvents were then removed under reduced pressure an... Reactants: ClC1=CC(=C(OC2=C(C=O)C=CC(=C2)OC)C=C1)[N+](=O)[O-] (2-(4-chloro-2-nitrophenoxy)-4-methoxy-benzaldehyde), [H][H] (hydrogen). The reagents and catalysts are [Ni] (Raney nickel). The solvent is O1CCCC1 (tetrahydrofuran). The product is ClC1=CC2=C(OC3=C(CN2)C=CC(=C3)OC)C=C1 (8-chloro-10,11-dihydro-3-methoxydibenz[b,f][1,4]oxazepine). The yield is 60.1%. Reaction SMILES: [Cl:1][C:2]1[CH:18]=[CH:17][C:5]([O:6][C:7]2[CH:14]=[C:13]([O:15][CH3:16])[CH:12]=[CH:11][C:8]=2[CH:9]=O)=[C:4]([N+:19]([O-])=O)[CH:3]=1.[H][H]>O1CCCC1.[Ni]>[Cl:1][C:2]1[CH:18]=[CH:17][C:5]2[O:6][C:7]3[CH:14]=[C:13]([O:15][CH3:16])[CH:12]=[CH:11][C:8]=3[CH2:9][NH:19][C:4]=2[CH:3]=1. Procedure: 3.50 g of 2-(4-chloro-2-nitrophenoxy)-4-methoxy-benzaldehyde, prepared as described above in Example 5, in tetrahydrofuran (THF) (35 mL) was shaken in a Parr hydrogenator at 5 psi hydrogen with Raney nickel at 25° C. for 6 hours. The catalyst was filtered from the reaction and the solution evaporated in vacuo. The crude product was chromatographed, as described above in Example 2, through silica gel 60 using hexane:ethyl acetate (2:1), and recrystallized from ethanol (3A) to yield 1.79 g (60.1%)... RXN SMILES: [O:1]1[CH:6]([C:7]([OH:9])=[O:8])[CH:2]1[C:3]([OH:5])=[O:4].[CH2:10]([K])[CH3:11].C(Cl)(=O)C([Cl:16])=O>C(OCC)C>[Cl-:16].[CH2:10]([O:8][C:7](=[O:9])[CH:6]1[O:1][CH:2]1[C:3]([OH:5])=[O:4])[CH3:11] |f:0.1,4.5|. Procedure details: To a solution of 1.98 g of ethyl potassium epoxysuccinate (i.e. ethyl potassium oxirane 2,3-dicarboxylate) in 50 ml of ethyl ether, a solution of 1.4 g of oxalyl chloride in 30 ml of ethyl ether was added dropwise while being stirred and cooled by ice for 30 min. After the mixture had been stirred additionally at room temperature for 2 hours, the formed precipitate was filtered. The filtrate was concentrated by evaporation under reduced pressure to give epoxysuccinic acid monoethyl ester chlorid... Solvent: C(C)OCC (ethyl ether), C(C)OCC (ethyl ether). Reactants: O1C(C(=O)O)C1C(=O)O.C(C)[K] (ethyl potassium epoxysuccinate), C(C(=O)Cl)(=O)Cl (oxalyl chloride). The product is [Cl-].C(C)OC(C1C(C(=O)O)O1)=O (epoxysuccinic acid monoethyl ester chloride).